Dataset: the Open Reaction Database (ORD), a public repository of structured organic reaction records. Task: describe an organic reaction: reactants, conditions, products, and yield Reactants: C(C)OC(=O)N1CC(CC1)=O (3-oxo-pyrrolidine-1-carboxylic acid ethyl ester), O[C@H](CN1C=2N(CCC13CCN(CC3)C)C(C=C(N2)C2=NC=NC=C2)=O)C2=CC=CC=C2 (1′-[(2S)-2-Hydroxy-2-phenylethyl]-1-methyl-8′-(pyrimidin-4-yl)-3′,4′-dihydrospiro [piperidine4,2′-pyrimido[1,2-a]pyrimidin]-6′(1′H)-one). Yields the product C(C)OC(=O)N1CC(CC1)=CC#N (3-Cyanomethylene-pyrrolidine-1-carboxylic acid ethyl ester). As a reaction SMILES: [CH2:1]([O:3][C:4]([N:6]1[CH2:10][CH2:9][C:8](=O)[CH2:7]1)=[O:5])[CH3:2].O[C@@H:13](C1C=CC=CC=1)[CH2:14][N:15]1C2(CCN(C)CC2)CCN2C(=O)C=C(C3C=CN=CN=3)N=C12>>[CH2:1]([O:3][C:4]([N:6]1[CH2:10][CH2:9][C:8](=[CH:13][C:14]#[N:15])[CH2:7]1)=[O:5])[CH3:2]. Procedure: The product was obtained by analogy with the method described in example 1.1 (step1.1)and using 3-oxo-pyrrolidine-1-carboxylic acid ethyl ester prepared according to Visconti, M et al. Helvetica Chimica Acta 1967, 50 (5) 1289-93.